This data is from the Open Reaction Database (ORD), a public repository of structured organic reaction records. The task is: describe an organic reaction: reactants, conditions, products, and yield The reactants are BrCc1ccccc1, CCOC(=O)C(C(=O)OCC)C(=O)c1ccc[nH]1, C[Si](C)(C)[N-][Si](C)(C)C, COCCOC, CCOC(C)=O, [Li+]. The product is CCOC(=O)C(Cc1ccccc1)(C(=O)OCC)C(=O)c1ccc[nH]1. As a reaction SMILES: [Br:29][CH2:30][c:31]1[cH:32][cH:33][cH:34][cH:35][cH:36]1.[CH2:1]([CH3:2])[O:3][C:4]([CH:5]([C:6](=[O:7])[O:8][CH2:9][CH3:10])[C:11](=[O:12])[c:13]1[nH:14][cH:15][cH:16][cH:17]1)=[O:18].[CH3:19][Si:20]([N-:21][Si:22]([CH3:23])([CH3:24])[CH3:25])([CH3:26])[CH3:27].[CH3:37][O:38][CH2:39][CH2:40][O:41][CH3:42].[CH3:43][CH2:44][O:45][C:46](=[O:47])[CH3:48].[Li+:28]>>[CH2:1]([CH3:2])[O:3][C:4]([C:5]([C:6](=[O:7])[O:8][CH2:9][CH3:10])([C:11](=[O:12])[c:13]1[nH:14][cH:15][cH:16][cH:17]1)[CH2:30][c:31]1[cH:32][cH:33][cH:34][cH:35][cH:36]1)=[O:18]. The reactants are CNC(=O)NCC(C(=O)OC)c1ccc(C(=O)Nc2cc(-c3ccsc3)ccc2NC(=O)OC(C)(C)C)cc1, C1CCOC1, CO, [K+], [OH-], O=C(O)CC(O)(CC(=O)O)C(=O)O. Product: CNC(=O)NCC(C(=O)O)c1ccc(C(=O)Nc2cc(-c3ccsc3)ccc2NC(=O)OC(C)(C)C)cc1. As a reaction SMILES: [C:1]([CH3:2])([CH3:3])([CH3:4])[O:5][C:6](=[O:7])[NH:8][c:9]1[c:10]([NH:20][C:21](=[O:22])[c:23]2[cH:24][cH:25][c:26]([CH:29]([C:30](=[O:31])[O:32][CH3:33])[CH2:34][NH:35][C:36](=[O:37])[NH:38][CH3:39])[cH:27][cH:28]2)[cH:11][c:12](-[c:15]2[cH:16][s:17][cH:18][cH:19]2)[cH:13][cH:14]1.[CH2:42]1[O:43][CH2:44][CH2:45][CH2:46]1.[CH3:47][OH:48].[K+:41].[OH-:40].[OH:49][C:50]([CH2:51][C:52]([C:53](=[O:54])[OH:55])([CH2:56][C:57](=[O:58])[OH:59])[OH:60])=[O:61]>>[C:1]([CH3:2])([CH3:3])([CH3:4])[O:5][C:6](=[O:7])[NH:8][c:9]1[c:10]([NH:20][C:21](=[O:22])[c:23]2[cH:24][cH:25][c:26]([CH:29]([C:30](=[O:31])[OH:32])[CH2:34][NH:35][C:36](=[O:37])[NH:38][CH3:39])[cH:27][cH:28]2)[cH:11][c:12](-[c:15]2[cH:16][s:17][cH:18][cH:19]2)[cH:13][cH:14]1. Reactants: N1(CCOCC1)C(=O)Cl (morpholine-4-carbonyl chloride), [Si](C)(C)(C(C)(C)C)O[C@@H]1CO[C@H]2[C@@H]1OC[C@H]2OC2=NC=1C(=NC(=C(C1)Cl)C1=CC=C(C=C1)[C@@H]1CC[C@H](CC1)O)N2COCC[Si](C)(C)C ((trans)-4-(4-(2-((3R,3aR,6R,6aS)-6-(tert-Butyldimethylsilyloxy)hexahydrofuro[3,2-b]-furan-3-yloxy)-6-chloro-3-((2-(trimethylsilyl)ethoxy)methyl)-3H-imidazo[4,5-b]pyridin-5-yl)phenyl)cyclohexanol), N1(CCOCC1)C(=O)Cl (Morpholine-4-carbonyl chloride), N1(CCOCC1)C(=O)Cl (morpholine-4-carbonyl chloride). Procedure details: (trans)-4-(4-(2-((3R,3aR,6R,6aS)-6-(tert-Butyldimethylsilyloxy)hexahydrofuro[3,2-b]-furan-3-yloxy)-6-chloro-3-((2-(trimethylsilyl)ethoxy)methyl)-3H-imidazo[4,5-b]pyridin-5-yl)phenyl)cyclohexanol (50 mg) is dissolved in pyridine (1 mL), treated with morpholine-4-carbonyl chloride (25 μL) and stirred for 12 hours at 50° C. Morpholine-4-carbonyl chloride (25 μL) is added and the mixture is stirred for 2 hours at 50° C. Then morpholine-4-carbonyl chloride (75 μL) is added and the mixture is stirred ... The product is N1(CCOCC1)C(=O)O[C@@H]1CC[C@H](CC1)C1=CC=C(C=C1)C1=C(C=C2C(=N1)N(C(=N2)O[C@H]2[C@@H]1[C@H](OC2)[C@@H](CO1)O[Si](C)(C)C(C)(C)C)COCC[Si](C)(C)C)Cl ((trans)-4-(4-(2-((3R,3aR,6R,6aS)-6-(tert-Butyldimethylsilyloxy)hexahydrofuro-[3,2-b]furan-3-yloxy)-6-chloro-3-((2-(trimethylsilyl)ethoxy)methyl)-3H-imidazo[4,5-b]-pyridin-5-yl)phenyl)cyclohexyl morpholine-4-carboxylate). RXN SMILES: [Si:1]([O:8][C@H:9]1[C@H:13]2[O:14][CH2:15][C@@H:16]([O:17][C:18]3[N:40]([CH2:41][O:42][CH2:43][CH2:44][Si:45]([CH3:48])([CH3:47])[CH3:46])[C:21]4=[N:22][C:23]([C:27]5[CH:32]=[CH:31][C:30]([C@H:33]6[CH2:38][CH2:37][C@H:36]([OH:39])[CH2:35][CH2:34]6)=[CH:29][CH:28]=5)=[C:24]([Cl:26])[CH:25]=[C:20]4[N:19]=3)[C@H:12]2[O:11][CH2:10]1)([C:4]([CH3:7])([CH3:6])[CH3:5])([CH3:3])[CH3:2].[N:49]1([C:55](Cl)=[O:56])[CH2:54][CH2:53][O:52][CH2:51][CH2:50]1>N1C=CC=CC=1>[N:49]1([C:55]([O:39][C@H:36]2[CH2:37][CH2:38][C@H:33]([C:30]3[CH:31]=[CH:32][C:27]([C:23]4[N:22]=[C:21]5[N:40]([CH2:41][O:42][CH2:43][CH2:44][Si:45]([CH3:48])([CH3:47])[CH3:46])[C:18]([O:17][C@@H:16]6[CH2:15][O:14][C@@H:13]7[C@H:9]([O:8][Si:1]([C:4]([CH3:6])([CH3:7])[CH3:5])([CH3:3])[CH3:2])[CH2:10][O:11][C@H:12]67)=[N:19][C:20]5=[CH:25][C:24]=4[Cl:26])=[CH:28][CH:29]=3)[CH2:34][CH2:35]2)=[O:56])[CH2:54][CH2:53][O:52][CH2:51][CH2:50]1. Run in N1=CC=CC=C1 (pyridine). Reaction conditions: temperature 50 celsius, time 12 hour. The reactants are O.O1CCOC=2C=NC(=CC21)CN(C(OC(C)(C)C)=O)C2CCNCC2 (tert-butyl (2,3-dihydro(1,4)dioxino(2,3-c)pyridin-7-ylmethyl)(piperidin-4-yl)carbamate monohydrate), O.Cl.FC1=CN=C2C=CC(N(C2=C1)CC=O)=O ((7-fluoro-2-oxo-1,5-naphthyridin-1(2H)-yl)acetaldehyde hydrochloride monohydrate), [OH-].[Na+] (sodium hydroxide), C(C)(=O)O[BH-](OC(C)=O)OC(C)=O.[Na+] (sodium triacetoxyborohydride). Solvent: CN1C(CCC1)=O (N-methyl-2-pyrrolidone), O (water), CN1C(CCC1)=O (N-methyl-2-pyrrolidone). Run at time 1 hour. The product is O1CCOC=2C=NC(=CC21)CN(C(OC(C)(C)C)=O)C2CCN(CC2)CCN2C(C=CC1=NC=C(C=C21)F)=O (tert-butyl (2,3-dihydro(1,4)dioxino(2,3-c)pyridin-7-ylmethyl)(1-(2-(7-fluoro-2-oxo-1,5-naphthyridin-1(2H)-yl)ethyl)piperidin-4-yl)carbamate). Yield: 89.7%. Reaction SMILES: O.[O:2]1[C:11]2[CH:10]=[C:9]([CH2:12][N:13]([CH:21]3[CH2:26][CH2:25][NH:24][CH2:23][CH2:22]3)[C:14](=[O:20])[O:15][C:16]([CH3:19])([CH3:18])[CH3:17])[N:8]=[CH:7][C:6]=2[O:5][CH2:4][CH2:3]1.O.Cl.[F:29][C:30]1[CH:39]=[C:38]2[C:33]([CH:34]=[CH:35][C:36](=[O:43])[N:37]2[CH2:40][CH:41]=O)=[N:32][CH:31]=1.C(O[BH-](OC(=O)C)OC(=O)C)(=O)C.[Na+].[OH-].[Na+]>CN1CCCC1=O.O>[O:2]1[C:11]2[CH:10]=[C:9]([CH2:12][N:13]([CH:21]3[CH2:26][CH2:25][N:24]([CH2:41][CH2:40][N:37]4[C:38]5[C:33](=[N:32][CH:31]=[C:30]([F:29])[CH:39]=5)[CH:34]=[CH:35][C:36]4=[O:43])[CH2:23][CH2:22]3)[C:14](=[O:20])[O:15][C:16]([CH3:19])([CH3:18])[CH3:17])[N:8]=[CH:7][C:6]=2[O:5][CH2:4][CH2:3]1 |f:0.1,2.3.4,5.6,7.8|. Procedure details: To a solution of 5.0 g of tert-butyl (2,3-dihydro(1,4)dioxino(2,3-c)pyridin-7-ylmethyl)(piperidin-4-yl)carbamate monohydrate in 40 mL of N-methyl-2-pyrrolidone, 3.5 g of (7-fluoro-2-oxo-1,5-naphthyridin-1(2H)-yl)acetaldehyde hydrochloride monohydrate was added, and the mixture was stirred for 1 hour at room temperature. To the mixture, 4.3 g of sodium triacetoxyborohydride was added dividedly in 5 portions over the period of 80 minutes under ice cooling, and the mixture was stirred for 1 hour an... Starting materials: amine, C(C)N(C(C)C)C(C)C (N-Ethyl-diisopropylamine), C(C)(C)(C)OC(=O)N1CCC2(CC1)CCC(CC2)C(=O)O (3-(tert-butoxycarbonyl)-3-azaspiro[5.5]undecane-9-carboxylic acid), N-ethyl-N′-3-(dimethylamino)-propyl-carbodiimide hydrochloride, O.ON1N=NC2=C1C=CC=C2 (1-hydroxybenzotriazole hydrate). The solvent is C(Cl)Cl (methylene chloride). Reaction conditions: temperature 0 celsius, time 8 hour. Yields the product N1(CCCC1)C(=O)C1CCC2(CCN(CC2)C(=O)OC(C)(C)C)CC1 (tert-Butyl 9-(pyrrolidine-1-carbonyl)-3-azaspiro[5.5]undecane-3-carboxylate). Reaction SMILES: C([N:3]([CH:7]([CH3:9])C)[CH:4]([CH3:6])C)C.[C:10]([O:14][C:15]([N:17]1[CH2:22][CH2:21][C:20]2([CH2:27][CH2:26][CH:25]([C:28]([OH:30])=O)[CH2:24][CH2:23]2)[CH2:19][CH2:18]1)=[O:16])([CH3:13])([CH3:12])[CH3:11].O.ON1C2C=CC=CC=2N=N1>C(Cl)Cl>[N:3]1([C:28]([CH:25]2[CH2:26][CH2:27][C:20]3([CH2:19][CH2:18][N:17]([C:15]([O:14][C:10]([CH3:11])([CH3:12])[CH3:13])=[O:16])[CH2:22][CH2:21]3)[CH2:23][CH2:24]2)=[O:30])[CH2:4][CH2:6][CH2:9][CH2:7]1 |f:2.3|. Procedure details: N-Ethyl-diisopropylamine (4 eq.) was added to a solution of 3-(tert-butoxycarbonyl)-3-azaspiro[5.5]undecane-9-carboxylic acid (commercially obtainable from Anthem, Order No. A1106) (0.35 g, 1.18 mmol, 1 eq.) in methylene chloride. The reaction mixture was cooled to 0° C. and N-ethyl-N′-3-(dimethylamino)-propyl-carbodiimide hydrochloride (1.2 eq.) and 1-hydroxybenzotriazole hydrate (0.2 eq.) were then added. The mixture was stirred at this temperature for 15 min, before the amine (1.1 eq.) was fi...